The task is: describe an organic reaction: reactants, conditions, products, and yield. This data is from the Open Reaction Database (ORD), a public repository of structured organic reaction records. The reactants are aqueous solution, [OH-].[Na+] (sodium hydroxide), ClC=1N=C(C2=C(N1)C(=NN2CCOCC)C(=O)OC)NC2=NC=CC(=C2)C (Methyl 5-chloro-1-(2-ethoxyethyl)-7-(4-methylpyridin-2-yl-amino)-1H-pyrazolo[4,3-d]pyrimidine-3-carboxylate). Run in O1CCOCC1 (dioxan). Conditions: time 18 hour. The product is ClC=1N=C(C2=C(N1)C(=NN2CCOCC)C(=O)O)NC2=NC=CC(=C2)C (5-Chloro-7-(4-methylpyridin-2-yl-amino)-1-(2-ethoxyethyl)-1H-pyrazolo[4,3-d]pyrimidine-3-carboxylic acid). RXN SMILES: [Cl:1][C:2]1[N:3]=[C:4]([NH:20][C:21]2[CH:26]=[C:25]([CH3:27])[CH:24]=[CH:23][N:22]=2)[C:5]2[N:10]([CH2:11][CH2:12][O:13][CH2:14][CH3:15])[N:9]=[C:8]([C:16]([O:18]C)=[O:17])[C:6]=2[N:7]=1.[OH-].[Na+]>O1CCOCC1>[Cl:1][C:2]1[N:3]=[C:4]([NH:20][C:21]2[CH:26]=[C:25]([CH3:27])[CH:24]=[CH:23][N:22]=2)[C:5]2[N:10]([CH2:11][CH2:12][O:13][CH2:14][CH3:15])[N:9]=[C:8]([C:16]([OH:18])=[O:17])[C:6]=2[N:7]=1 |f:1.2|. Reported procedure: The ester of Step 7 (4.3 g, 11 mmol) was dissolved in dioxan (50 mL) and the solution treated with a 1M aqueous solution of sodium hydroxide (22.0 mL, 22.0 mmol). The reaction mixture was then stirred for 18 hours at room temperature. The reaction mixture was evaporated to dryness, the residue dissolved in water (100 mL) and washed with dichloromethane (50 mL). The aqueous phase was then acidified with 1M citric acid solution to pH 4-5 and a yellow precipitate formed. The mixture was stirred for... Reactants: CCO, Cl, Cl, Nc1cc(S(=O)(=O)O)c2cccc(O)c2c1N, [Na+], O, Cc1ccccc1-c1cccc(C=O)c1O, O=S([O-])O. RXN SMILES: [CH3:41][CH2:42][OH:43].[ClH:17].[ClH:18].[NH2:19][c:20]1[c:21]2[c:22]([cH:23][cH:24][cH:25][c:26]2[OH:27])[c:28]([S:29]([OH:30])(=[O:31])=[O:32])[cH:33][c:34]1[NH2:35].[Na+:40].[OH2:44].[OH:1][c:2]1[c:3]([CH:4]=[O:5])[cH:6][cH:7][cH:8][c:9]1-[c:10]1[c:11]([CH3:16])[cH:12][cH:13][cH:14][cH:15]1.[S:36](=[O:37])([OH:38])[O-:39]>>[OH:1][c:2]1[c:3]([CH:4]=[O:5])[cH:6][cH:7][cH:8][c:9]1-[c:10]1[cH:11][cH:12][cH:13][cH:14][cH:15]1. The product is O=Cc1cccc(-c2ccccc2)c1O. Reactants: BrC1=C2C(=CNC2=C(C=C1)C#N)CNC(C(=O)OCC)C(OCC)OCC (ethyl 2-(((4-bromo-7-cyano-1H-indol-3-yl)methyl)amino)-3,3-diethoxypropanoate). Reagents/catalysts: [Ti](Cl)(Cl)(Cl)Cl (titanium tetrachloride). Solvent: C1(=CC=CC=C1)C (toluene). Reaction conditions: temperature 90 celsius. Product: BrC=1C=2C3=C(NC2C(=CC1)C#N)C=C(N=C3)C(=O)OCC (Ethyl 9-bromo-6-cyano-5H-pyrido[4,3-b]indole-3-carboxylate). Isolated yield 34.1%. Reaction SMILES: [Br:1][C:2]1[CH:10]=[CH:9][C:8]([C:11]#[N:12])=[C:7]2[C:3]=1[C:4]([CH2:13][NH:14][CH:15]([CH:21](OCC)OCC)[C:16]([O:18][CH2:19][CH3:20])=[O:17])=[CH:5][NH:6]2>C1(C)C=CC=CC=1.[Ti](Cl)(Cl)(Cl)Cl>[Br:1][C:2]1[C:3]2[C:4]3[CH:13]=[N:14][C:15]([C:16]([O:18][CH2:19][CH3:20])=[O:17])=[CH:21][C:5]=3[NH:6][C:7]=2[C:8]([C:11]#[N:12])=[CH:9][CH:10]=1. Reported procedure: To a solution of ethyl 2-(((4-bromo-7-cyano-1H-indol-3-yl)methyl)amino)-3,3-diethoxypropanoate (1.12 g, 2.56 mmol) in toluene (51.1 mL) at 0° C. was added dropwise titanium tetrachloride (1 M in CH2Cl2, 8.94 mL, 8.94 mmol). The mixture was heated at 90° C. for 3 h. The mixture was cooled to room temperature and partitioned between NaHCO3 (aq) and EtOAc. The organic phase was washed with brine, dried and concentrated. The resulting dark yellow solid was suspended in methanol, then collected by fi... Starting materials: C1(=CC=CC=C1)S(=O)(=O)Cl (Benzenesulfonyl chloride), CN1CCOCC1 (4-methylmorpholine), C(C)(C)O (isopropyl alcohol), S(O)(O)(=O)=O (sulfuric acid). Run in C(C)(C)(C)OC (methyl tert-butyl ether). The product is C1(=CC=CC=C1)S(=O)(=O)OC(C)C (Benzenesulfonic acid, 1-methylethyl ester). RXN SMILES: [C:1]1([S:7](Cl)(=[O:9])=[O:8])[CH:6]=[CH:5][CH:4]=[CH:3][CH:2]=1.CN1CCOCC1.[CH:18]([OH:21])([CH3:20])[CH3:19].S(=O)(=O)(O)O>C(OC)(C)(C)C>[C:1]1([S:7]([O:21][CH:18]([CH3:20])[CH3:19])(=[O:9])=[O:8])[CH:6]=[CH:5][CH:4]=[CH:3][CH:2]=1. Procedure details: Benzenesulfonyl chloride (50 g, 283 mmol) was added to a solution of 4-methylmorpholine (57 g, 2 equiv.) and isopropyl alcohol (66 g, 3.9 equiv.). After reaction completion (ca. 3 hours), 250 mL of methyl tert-butyl ether (MTBE) and 60 mL of 3M sulfuric acid were added. The rich MTBE layer was washed with aqueous sodium chloride solution. The rich MTBE solution was solvent exchanged into tetrahydrofuran solution. The rich tetrahydrofuran solution containing 56 g (96 M %, HPLC area % 97) of the t...